This data is from the Open Reaction Database (ORD), a public repository of structured organic reaction records. The task is: describe an organic reaction: reactants, conditions, products, and yield Reactants: Cl(=O)[O-].[Na+] (sodium chlorite), P(=O)(O)(O)[O-].[Na+] (sodium dihydrogen orthophosphate), C(=O)C1=C2C=C(N(C2=CC=C1)CC1=CC(=C(C=C1)Cl)Cl)C(=O)OCC (ethyl 4-formyl-N-(3,4-dichlorobenzyl)indole-2-carboxylate), CC(C)=CC (2-methylbut-2-ene). The solvent is O (water), C(C)(C)(C)O (tert-butyl alcohol). Run at time 72 hour. Yields the product ClC=1C=C(CN2C(=CC=3C(=CC=CC23)C(=O)O)C(=O)OCC)C=CC1Cl (N-(3,4-Dichlorobenzyl)-2-ethoxycarbonylindole-4-carboxylic acid). Yield: 89.3%. Reaction SMILES: Cl([O-])=O.[Na+].P([O-])(O)(O)=[O:6].[Na+].[CH:11]([C:13]1[CH:21]=[CH:20][CH:19]=[C:18]2[C:14]=1[CH:15]=[C:16]([C:31]([O:33][CH2:34][CH3:35])=[O:32])[N:17]2[CH2:22][C:23]1[CH:28]=[CH:27][C:26]([Cl:29])=[C:25]([Cl:30])[CH:24]=1)=[O:12].CC(=CC)C>O.C(O)(C)(C)C>[Cl:30][C:25]1[CH:24]=[C:23]([CH:28]=[CH:27][C:26]=1[Cl:29])[CH2:22][N:17]1[C:18]2[CH:19]=[CH:20][CH:21]=[C:13]([C:11]([OH:6])=[O:12])[C:14]=2[CH:15]=[C:16]1[C:31]([O:33][CH2:34][CH3:35])=[O:32] |f:0.1,2.3|. Reported procedure: A solution of sodium chlorite (9.70 g) and sodium dihydrogen orthophosphate (13.02 g) in water (50 ml) was added dropwise to a solution of ethyl 4-formyl-N-(3,4-dichlorobenzyl)indole-2-carboxylate (4.47 g) and 2-methylbut-2-ene (50 ml) in tert-butyl alcohol (100 ml) and the mixture stirred for 72 hours at ambient temperature, then concentrated in vacuo and the resulting precipitate was filtered and dried to give the product as an off-white solid (4.16 g. 89%); NMR δ(CD3SOCD3) 1.25 (t, 3H), 4.30 ... Starting materials: 9, OC1=NC(=NC(=C1)O)S (4,6-dihydroxy-2-mercaptopyrimidine), C(C)(=O)O (acetic acid), OC1=C(C=O)C=CC(=C1)O (2,4-dihydroxybenzaldehyde), O (water). Run in CN(C)C=O (DMF), CN(C)C=O (DMF). Run at temperature 80 celsius, time 1 minute. The product is OC1=C(C=CC(=C1)O)C=C1C(NC(NC1=O)=S)=O (5-(2,4-Dihydroxyphenylmethylene)-2-thioxodihydropyrimidine-4,6-dione). RXN SMILES: [OH:1][C:2]1[CH:7]=[C:6]([OH:8])[N:5]=[C:4]([SH:9])[N:3]=1.C(O)(=O)C.[OH:14][C:15]1[CH:22]=[C:21]([OH:23])[CH:20]=[CH:19][C:16]=1[CH:17]=O.O>CN(C=O)C>[OH:14][C:15]1[CH:22]=[C:21]([OH:23])[CH:20]=[CH:19][C:16]=1[CH:17]=[C:7]1[C:6](=[O:8])[NH:5][C:4](=[S:9])[NH:3][C:2]1=[O:1]. Procedure details: To a solution of 0.144 9 (1 mmol) of 4,6-dihydroxy-2-mercaptopyrimidine and 2 ml of acetic acid in 2 ml of DMF was added a solution of 2,4-dihydroxybenzaldehyde (1 mmol) in 2 ml of DMF. The suspension was heated to 80° C. under nitrogen for 16 hours. Upon cooling to room temperature, the reaction was poured into water and the precipitate collected by filtration. The crude product was washed with water, and the solid boiled in methanol for 1 minute. Filtration provided 2.6 mg of product. The reactants are CCOC(=O)CBr, O=C([O-])[O-], CS(C)=O, [I-], [K+], [K+], [Na+], O, O=c1cc[nH]c(=O)[nH]1. Yields the product CCOC(=O)Cn1ccc(=O)[nH]c1=O. As a reaction SMILES: [Br:9][CH2:10][C:11](=[O:12])[O:13][CH2:14][CH3:15].[C:16](=[O:17])([O-:18])[O-:19].[CH3:25][S:26](=[O:27])[CH3:28].[I-:23].[K+:20].[K+:21].[Na+:22].[OH2:24].[nH:1]1[c:2](=[O:3])[nH:4][c:5](=[O:6])[cH:7][cH:8]1>>[n:1]1([CH2:10][C:11](=[O:12])[O:13][CH2:14][CH3:15])[c:2](=[O:3])[nH:4][c:5](=[O:6])[cH:7][cH:8]1. Starting materials: C(C1=CC=CC=C1)C1=C(N=C(O1)C1=C(C=CC(=C1)F)F)C=NS(=O)C(C)(C)C ((±)-N-((5-benzyl-2-(2,5-difluorophenyl)oxazol-4-yl)methylene)-2-methylpropane-2-sulfinamide), [Li]C(C)(C)C (tBuLi). Solvent: C1CCOC1 (THF). Conditions: temperature -78 celsius, time 3 hour. Product: C(C1=CC=CC=C1)C1=C(N=C(O1)C1=C(C=CC(=C1)F)F)C(C(C)(C)C)NS(=O)C(C)(C)C ((±)-N-(1-(5-benzyl-2-(2,5-difluorophenyl)oxazol-4-yl)-2,2-dimethylpropyl)-2-methylpropane-2-sulfinamide). The yield is 38.6%. Reaction SMILES: [CH2:1]([C:8]1[O:12][C:11]([C:13]2[CH:18]=[C:17]([F:19])[CH:16]=[CH:15][C:14]=2[F:20])=[N:10][C:9]=1[CH:21]=[N:22][S:23]([C:25]([CH3:28])([CH3:27])[CH3:26])=[O:24])[C:2]1[CH:7]=[CH:6][CH:5]=[CH:4][CH:3]=1.[Li][C:30]([CH3:33])([CH3:32])[CH3:31]>C1COCC1>[CH2:1]([C:8]1[O:12][C:11]([C:13]2[CH:18]=[C:17]([F:19])[CH:16]=[CH:15][C:14]=2[F:20])=[N:10][C:9]=1[CH:21]([NH:22][S:23]([C:25]([CH3:28])([CH3:27])[CH3:26])=[O:24])[C:30]([CH3:33])([CH3:32])[CH3:31])[C:2]1[CH:3]=[CH:4][CH:5]=[CH:6][CH:7]=1. Reported procedure: To a solution of (±)-N-((5-benzyl-2-(2,5-difluorophenyl)oxazol-4-yl)methylene)-2-methylpropane-2-sulfinamide (770 mg, 1.91 mmol) in anhydrous THF (7.6 mL) was slowly added tBuLi (1.7 M solution in pentane, 3.34 mL, 5.74 mmol) at −78° C. After the reaction mixture was stirred at −78° C. for 3 h, the reaction was quenched with MeOH (2 mL) followed by addition of saturated NH4Cl solution (10 mL). Upon warming up to room temperature, the reaction mixture was stirred for 30 min and then extracted wit...